describe an organic reaction: reactants, conditions, products, and yield From a dataset of the Open Reaction Database (ORD), a public repository of structured organic reaction records. Reactants: ClC=1C=NC=2N(C1)N=C(C2)C(=O)O (6-chloro-pyrazolo[1,5-a]pyrimidine-2-carboxylic acid), BrC1=C2CCNCC2=CC=C1 (5-Bromo-1,2,3,4-tetrahydro-isoquinoline). The product is BrC1=C2CCN(CC2=CC=C1)C(=O)C1=NN2C(N=CC(=C2)Cl)=C1 ((5-Bromo-3,4-dihydro-1H-isoquinolin-2-yl)-(6-chloro-pyrazolo[1,5-a]pyrimidin-2-yl)-methanone). Reaction SMILES: [Cl:1][C:2]1[CH:3]=[N:4][C:5]2[N:6]([N:8]=[C:9]([C:11]([OH:13])=O)[CH:10]=2)[CH:7]=1.[Br:14][C:15]1[CH:24]=[CH:23][CH:22]=[C:21]2[C:16]=1[CH2:17][CH2:18][NH:19][CH2:20]2>>[Br:14][C:15]1[CH:24]=[CH:23][CH:22]=[C:21]2[C:16]=1[CH2:17][CH2:18][N:19]([C:11]([C:9]1[CH:10]=[C:5]3[N:4]=[CH:3][C:2]([Cl:1])=[CH:7][N:6]3[N:8]=1)=[O:13])[CH2:20]2. Reported procedure: In close analogy to the procedure described in Example 1, 6-chloro-pyrazolo[1,5-a]pyrimidine-2-carboxylic acid is reacted with 5-Bromo-1,2,3,4-tetrahydro-isoquinoline to provide the title compound in moderate yield. Starting materials: ClC=1C=C(C(=O)NC2=C(C=CC(=C2)Cl)N2CCC(CC2)CCO)C=CC1 (3-chloro-N-{5-chloro-2-[4-(2-hydroxy-ethyl)-piperidin-1-yl]-phenyl}-benzamide), C1(=CC=CC=C1)P(C1=CC=CC=C1)C1=CC=CC=C1 (triphenylphosphine), C(Br)(Br)(Br)Br (carbon tetrabromide). Run in C(Cl)Cl (methylene chloride). Conditions: temperature 0 celsius, time 20 minute. Yields the product BrCCC1CCN(CC1)C1=C(C=C(C=C1)Cl)NC(C1=CC(=CC=C1)Cl)=O (N-{2-[4-(2-bromo-ethyl)-piperidin-1-yl]-5-chloro-phenyl}-3-chloro-benzamide). The yield is 43.2%. RXN SMILES: [Cl:1][C:2]1[CH:3]=[C:4]([CH:24]=[CH:25][CH:26]=1)[C:5]([NH:7][C:8]1[CH:13]=[C:12]([Cl:14])[CH:11]=[CH:10][C:9]=1[N:15]1[CH2:20][CH2:19][CH:18]([CH2:21][CH2:22]O)[CH2:17][CH2:16]1)=[O:6].C1(P(C2C=CC=CC=2)C2C=CC=CC=2)C=CC=CC=1.C(Br)(Br)(Br)[Br:47]>C(Cl)Cl>[Br:47][CH2:22][CH2:21][CH:18]1[CH2:19][CH2:20][N:15]([C:9]2[CH:10]=[CH:11][C:12]([Cl:14])=[CH:13][C:8]=2[NH:7][C:5](=[O:6])[C:4]2[CH:24]=[CH:25][CH:26]=[C:2]([Cl:1])[CH:3]=2)[CH2:16][CH2:17]1. Procedure: A mixture of 0.800 g (2.03 mmol) of 3-chloro-N-{5-chloro-2-[4-(2-hydroxy-ethyl)-piperidin-1-yl]-phenyl}-benzamide and 0.533 g (2.03 mmol) of triphenylphosphine in methylene chloride (20 mL), cooled to 0° C., is stirred for 20 minutes. To this is added 0.674 g (2.03 mmol) of carbon tetrabromide and the mixture is warmed to room temperature and stirred overnight. The mixture is concentrated under reduced pressure and the residue is purified by flash silica gel chromatography to provide 0.400 g (70... Reactants: CCOC(C)=O, O=C1C=C(Cl)C(=O)c2ccccc21, NS(=O)(=O)c1cccs1. The product is O=C1C(Cl)=CC(=NS(=O)(=O)c2cccs2)c2ccccc21. RXN SMILES: [CH3:23][CH2:24][O:25][C:26](=[O:27])[CH3:28].[Cl:1][C:2]1=[CH:3][C:4](=[O:5])[c:6]2[cH:7][cH:8][cH:9][cH:10][c:11]2[C:12]1=[O:13].[s:14]1[c:15]([S:19](=[O:20])(=[O:21])[NH2:22])[cH:16][cH:17][cH:18]1>>[Cl:1][C:2]1=[CH:3][C:4](=[N:22][S:19]([c:15]2[s:14][cH:18][cH:17][cH:16]2)(=[O:20])=[O:21])[c:6]2[cH:7][cH:8][cH:9][cH:10][c:11]2[C:12]1=[O:13]. Starting materials: ClC1=NC2=CC=CC=C2N=C1 (2-chloroquinoxaline), [F-].[K+] (potassium fluoride). Procedure: A mixture of 2-chloroquinoxaline (1.65 g, 10 mmol), potassium fluoride (1.16 g, 20 mmol) and dry dimethyl sulfoxide (10 mL) was heated with stirring for 4 h. After cooling to room temperature the mixture was filtered through silica gel with 10% ether/hexane as the eluent to afford 2-fluoroquinoxaline as a colorless oil. Product: FC1=NC2=CC=CC=C2N=C1 (2-fluoroquinoxaline). Run in CS(=O)C (dimethyl sulfoxide). As a reaction SMILES: Cl[C:2]1[CH:11]=[N:10][C:9]2[C:4](=[CH:5][CH:6]=[CH:7][CH:8]=2)[N:3]=1.[F-:12].[K+]>CS(C)=O>[F:12][C:2]1[CH:11]=[N:10][C:9]2[C:4](=[CH:5][CH:6]=[CH:7][CH:8]=2)[N:3]=1 |f:1.2|. Run at time 4 hour. The reactants are C1CCNCC1, CN(C)C=O, CCO, Fc1ccc2c(-c3ccc(OCC4CO4)cc3)noc2c1. The product is OC(COc1ccc(-c2noc3cc(F)ccc23)cc1)CN1CCCCC1. As a reaction SMILES: [CH2:22]1[CH2:23][CH2:24][NH:25][CH2:26][CH2:27]1.[CH3:28][N:29]([CH3:30])[CH:31]=[O:32].[CH3:33][CH2:34][OH:35].[F:1][c:2]1[cH:3][c:4]2[c:5]([c:6](-[c:9]3[cH:10][cH:11][c:12]([O:15][CH2:16][CH:17]4[O:18][CH2:19]4)[cH:13][cH:14]3)[n:7][o:8]2)[cH:20][cH:21]1>>[F:1][c:2]1[cH:3][c:4]2[c:5]([c:6](-[c:9]3[cH:10][cH:11][c:12]([O:15][CH2:16][CH:17]([OH:18])[CH2:19][N:25]4[CH2:24][CH2:23][CH2:22][CH2:27][CH2:26]4)[cH:13][cH:14]3)[n:7][o:8]2)[cH:20][cH:21]1.